This data is from the Open Reaction Database (ORD), a public repository of structured organic reaction records. The task is: describe an organic reaction: reactants, conditions, products, and yield Starting materials: C(C1=CC=CC=C1)OC1=CC=2N(C(C=C(N2)N2CCOCC2)=O)C=C1 (8-benzyloxy-2-morpholinyl-4H-pyrido[1,2-a]pyrimidin-4-one), FC(S(=O)(=O)OS(=O)(=O)C(F)(F)F)(F)F (trifluoromethanesulfonic anhydride), CO (Methanol). Run in ClCCl (dichloromethane). Conditions: time 8 hour. Product: OC1=CC=2N(C(C=C(N2)N2CCOCC2)=O)C=C1 (8-Hydroxy-2-morpholinyl-4H-pyrido[1,2-a]pyrimidin-4-one). Isolated yield 48.8%. As a reaction SMILES: C([O:8][C:9]1[CH:25]=[CH:24][N:12]2[C:13](=[O:23])[CH:14]=[C:15]([N:17]3[CH2:22][CH2:21][O:20][CH2:19][CH2:18]3)[N:16]=[C:11]2[CH:10]=1)C1C=CC=CC=1.FC(F)(F)S(OS(C(F)(F)F)(=O)=O)(=O)=O.CO>ClCCl>[OH:8][C:9]1[CH:25]=[CH:24][N:12]2[C:13](=[O:23])[CH:14]=[C:15]([N:17]3[CH2:18][CH2:19][O:20][CH2:21][CH2:22]3)[N:16]=[C:11]2[CH:10]=1. Procedure details: A solution of 8-benzyloxy-2-morpholinyl-4H-pyrido[1,2-a]pyrimidin-4-one (0.97 g, 2.9 mmol) in dichloromethane (50 ml) under nitrogen was treated dropwise with trifluoromethanesulfonic anhydride (1 ml, 6.0 mmol) and the mixture was stirred at RT overnight. Methanol (20 ml) was added and the solution stirred for a further 1 h, then the solution was evaporated to dryness. The residue was taken up in ethyl acetate, washed with brine, dried and then eluted through a silica column using a gradient of ...